Dataset: the Open Reaction Database (ORD), a public repository of structured organic reaction records. Task: describe an organic reaction: reactants, conditions, products, and yield Reactants: BrC=1C=CC(=NC1)C#N (5-Bromo-pyridine-2-carbonitrile), C[S-].[Na+] (sodium methanethiolate), C([O-])([O-])=O.[K+].[K+] (potassium carbonate). Run in CN1CCCC1=O (NMP). Yields the product CSC=1C=CC(=NC1)C#N (5-(Methylthio)pyridine-2-carbonitrile). The yield is 97.2%. As a reaction SMILES: Br[C:2]1[CH:3]=[CH:4][C:5]([C:8]#[N:9])=[N:6][CH:7]=1.[CH3:10][S-:11].[Na+].C(=O)([O-])[O-].[K+].[K+]>CN1C(=O)CCC1>[CH3:10][S:11][C:2]1[CH:3]=[CH:4][C:5]([C:8]#[N:9])=[N:6][CH:7]=1 |f:1.2,3.4.5|. Reported procedure: 5-Bromo-pyridine-2-carbonitrile (2.63 g, 13.7 mmol), sodium methanethiolate (1.44 g, 20.5 mmol), potassium carbonate (3.79 g, 27.4 mmol) in NMP (60 ml) were stirred in a sealed flask overnight. The mixture was partitioned between ethyl acetate and water. The organic phase was washed with water several times, brine and dried over sodium sulphate. The solvent was removed in vacuo to afford the title compound as a yellow solid (2.0 g, 99%).